From a dataset of the Open Reaction Database (ORD), a public repository of structured organic reaction records. describe an organic reaction: reactants, conditions, products, and yield The reactants are FC1=CC=C2\C(\C(NC2=C1)=O)=C\1/OCC(=C1)C1=CN(C=C1)[Si](C(C)C)(C(C)C)C(C)C ((3E)-6-fluoro-3-{4-[1-(triisopropylsilyl)-1H-pyrrol-3-yl]furan-2(5H)-ylidene}-1,3-dihydro-2H-indol-2-one). Run in FC(C(=O)O)(F)F (trifluoroacetic acid), C(Cl)Cl (CH2Cl2). Reaction conditions: time 3 day. The product is FC1=CC=C2\C(\C(NC2=C1)=O)=C\1/OCC(=C1)C1=CNC=C1 ((3E)-6-fluoro-3-[4-(1H-pyrrol-3-yl)furan-2(5H)-ylidene]-1,3-dihydro-2H-indol-2-one). Reaction SMILES: [F:1][C:2]1[CH:10]=[C:9]2[C:5](/[C:6](=[C:12]3\[O:13][CH2:14][C:15]([C:17]4[CH:21]=[CH:20][N:19]([Si](C(C)C)(C(C)C)C(C)C)[CH:18]=4)=[CH:16]\3)/[C:7](=[O:11])[NH:8]2)=[CH:4][CH:3]=1>FC(F)(F)C(O)=O.C(Cl)Cl>[F:1][C:2]1[CH:10]=[C:9]2[C:5](/[C:6](=[C:12]3\[O:13][CH2:14][C:15]([C:17]4[CH:21]=[CH:20][NH:19][CH:18]=4)=[CH:16]\3)/[C:7](=[O:11])[NH:8]2)=[CH:4][CH:3]=1. Reported procedure: A solution of (3E)-6-fluoro-3-{4-[1-(triisopropylsilyl)-1H-pyrrol-3-yl]furan-2(5H)-ylidene}-1,3-dihydro-2H-indol-2-one (Example 33; 90 mg) in a mixture of trifluoroacetic acid (7 mL) and CH2Cl2 (7 mL) was stirred at room temperature for 3 days. The mixture was evaporated to dryness, and re-dissolved in 1:1 THF/MeOH (6 mL). The solution was slowly added into diluted NaHCO3 solution (100 mL) with stirring. The precipitates were filtered, washed with water, and dried in vacuum to give (3E)-6-fluoro... The reactants are ClC1=C(C=C2C(=C(C=NC2=C1)C(=O)OCC)O)F (ethyl 7-chloro-6-fluoro-4-hydroxyquinoline-3-carboxylate), [OH-].[Na+] (sodium hydroxide), Cl (hydrochloric acid). Solvent: industrial methylated spirit, O (water). The product is ClC1=C(C=C2C(=C(C=NC2=C1)C(=O)O)O)F (7-chloro-6-fluoro-4-hydroxyquinoline-3-carboxylic acid). RXN SMILES: [Cl:1][C:2]1[CH:11]=[C:10]2[C:5]([C:6]([OH:17])=[C:7]([C:12]([O:14]CC)=[O:13])[CH:8]=[N:9]2)=[CH:4][C:3]=1[F:18].[OH-].[Na+].Cl>O>[Cl:1][C:2]1[CH:11]=[C:10]2[C:5]([C:6]([OH:17])=[C:7]([C:12]([OH:14])=[O:13])[CH:8]=[N:9]2)=[CH:4][C:3]=1[F:18] |f:1.2|. Reported procedure: A mixture of ethyl 7-chloro-6-fluoro-4-hydroxyquinoline-3-carboxylate (67 g), sodium hydroxide (12 g), water (350 ml) and industrial methylated spirit (175 ml) was boiled under reflux for 65 hours. The mixture was cooled to ambient temperature and acidified to pH 1 with concentrated hydrochloric acid. The resulting precipitate was collected, washed with water and dried to give the novel compound 7-chloro-6-fluoro-4-hydroxyquinoline-3-carboxylic acid, m.p. 263°-265° (dec). Reactants: O=C(Cl)c1ccc(Cl)cc1, CN(C)CCn1cccc(-c2ccc(C(=O)Nc3c(N)cccc3O)cc2)c1=O, c1ccncc1. Product: Cl, CN(C)CCn1cccc(-c2ccc(C(=O)Nc3c(O)cccc3NC(=O)c3ccc(Cl)cc3)cc2)c1=O. As a reaction SMILES: [Cl:30][C:31](=[O:32])[c:33]1[cH:34][cH:35][c:36]([Cl:37])[cH:38][cH:39]1.[NH2:1][c:2]1[c:3]([NH:9][C:10]([c:11]2[cH:12][cH:13][c:14](-[c:17]3[c:18](=[O:28])[n:19]([CH2:23][CH2:24][N:25]([CH3:26])[CH3:27])[cH:20][cH:21][cH:22]3)[cH:15][cH:16]2)=[O:29])[c:4]([OH:8])[cH:5][cH:6][cH:7]1.[cH:40]1[cH:41][cH:42][n:43][cH:44][cH:45]1>>[ClH:30].[NH:1]([c:2]1[c:3]([NH:9][C:10]([c:11]2[cH:12][cH:13][c:14](-[c:17]3[c:18](=[O:28])[n:19]([CH2:23][CH2:24][N:25]([CH3:26])[CH3:27])[cH:20][cH:21][cH:22]3)[cH:15][cH:16]2)=[O:29])[c:4]([OH:8])[cH:5][cH:6][cH:7]1)[C:31](=[O:32])[c:33]1[cH:34][cH:35][c:36]([Cl:37])[cH:38][cH:39]1. Starting materials: N1=CC=CC2=CC(=CC=C12)N (quinolin-6-ylamine), FC(C1=CC=C(C=C1)CC#N)(F)F (4-(trifluoromethyl)phenylacetonitrile), C(C)(=O)OC([C@@H](O)C1=CC=CC=C1)=O ((+)-O-Acetyl-L-Mandelic Acid). The product is O[C@H](C(=O)N(CCC1=CC=C(C=C1)C(F)(F)F)C=1C=C2C=CC=NC2=CC1)C1=CC=CC=C1 ((S)-2-Hydroxy-2-phenyl-N-quinolin-6-yl-N-[2-(4-trifluoromethyl-phenyl)-ethyl]-acetamide). RXN SMILES: [N:1]1[C:10]2[C:5](=[CH:6][C:7]([NH2:11])=[CH:8][CH:9]=2)[CH:4]=[CH:3][CH:2]=1.[F:12][C:13]([F:24])([F:23])[C:14]1[CH:19]=[CH:18][C:17]([CH2:20][C:21]#N)=[CH:16][CH:15]=1.C([O:28][C:29](=O)[C@H:30]([C:32]1[CH:37]=[CH:36][CH:35]=[CH:34][CH:33]=1)[OH:31])(=O)C>>[OH:31][C@@H:30]([C:32]1[CH:37]=[CH:36][CH:35]=[CH:34][CH:33]=1)[C:29]([N:11]([C:7]1[CH:6]=[C:5]2[C:10](=[CH:9][CH:8]=1)[N:1]=[CH:2][CH:3]=[CH:4]2)[CH2:21][CH2:20][C:17]1[CH:18]=[CH:19][C:14]([C:13]([F:24])([F:23])[F:12])=[CH:15][CH:16]=1)=[O:28]. Procedure: In analogy to example 104 quinolin-6-ylamine, 4-(trifluoromethyl)phenylacetonitrile & (+)-O-Acetyl-L-Mandelic Acid were successively coupled then hydrolysed to give after silica gel chromatography the target compound. MS(m/e): 451.1 [M+H]+. Reactants: [OH-].[Na+] (sodium hydroxide), [OH-].[Na+] (sodium hydroxide), C(C)OCC=1N(C2=C(C=NC=3C=CC=CC23)N1)CC(C(=O)OCC)(C)C (ethyl 3-[2-(ethoxymethyl)-1H-imidazo[4,5-c]quinolin-1-yl]-2,2-dimethylpropanoate), C(C)O (ethanol). Run in O (water). Run at time 2 hour. Product: C(C)OCC=1N(C2=C(C=NC=3C=CC=CC23)N1)CC(C(=O)O)(C)C (3-[2-(ethoxymethyl)-1H-imidazo[4,5-c]quinolin-1-yl]-2,2-dimethylpropanoic acid). Reaction SMILES: [OH-].[Na+].[CH2:3]([O:5][CH2:6][C:7]1[N:8]([CH2:20][C:21]([CH3:28])([CH3:27])[C:22]([O:24]CC)=[O:23])[C:9]2[C:18]3[CH:17]=[CH:16][CH:15]=[CH:14][C:13]=3[N:12]=[CH:11][C:10]=2[N:19]=1)[CH3:4].C(O)C>O>[CH2:3]([O:5][CH2:6][C:7]1[N:8]([CH2:20][C:21]([CH3:27])([CH3:28])[C:22]([OH:24])=[O:23])[C:9]2[C:18]3[CH:17]=[CH:16][CH:15]=[CH:14][C:13]=3[N:12]=[CH:11][C:10]=2[N:19]=1)[CH3:4] |f:0.1|. Procedure details: Aqueous sodium hydroxide (1.5 mL of 50%, 19 mmol) was added to a mixture of ethyl 3-[2-(ethoxymethyl)-1H-imidazo[4,5-c]quinolin-1-yl]-2,2-dimethylpropanoate (5.0 g, 14 mmol), ethanol (50 mL), and water (5 mL). The reaction was stirred for two hours at ambient temperature; an analysis by TLC indicated that starting material was present. Additional aqueous sodium hydroxide (0.5 mL of 50%) was added, and the reaction was heated at reflux for two hours and concentrated under reduced pressure. Ethano... Reactants: [Cl-], ClCCCl, CCCOc1ccc(CN2CCC(C(N)=O)CC2)cc1, [Na+], O, O=P(Cl)(Cl)Cl. Product: CCCOc1ccc(CN2CCC(C#N)CC2)cc1. Reaction SMILES: [Cl-:22].[Cl:29][CH2:30][CH2:31][Cl:32].[NH2:1][C:2](=[O:3])[CH:4]1[CH2:5][CH2:6][N:7]([CH2:10][c:11]2[cH:12][cH:13][c:14]([O:17][CH2:18][CH2:19][CH3:20])[cH:15][cH:16]2)[CH2:8][CH2:9]1.[Na+:21].[OH2:28].[P:23]([Cl:24])([Cl:25])([Cl:26])=[O:27]>>[N:1]#[C:2][CH:4]1[CH2:5][CH2:6][N:7]([CH2:10][c:11]2[cH:12][cH:13][c:14]([O:17][CH2:18][CH2:19][CH3:20])[cH:15][cH:16]2)[CH2:8][CH2:9]1. The reactants are [OH-].[K+] (KOH), CNCCC(C1=CC=CC=C1)C1=CC=C2C(=CNC2=C1)C#N (6-(3-Methylamino-1-phenyl-propyl)-1H-indole-3-carbonitrile), aqueous solution, [OH-].[Na+] (NaOH). Run in CCO (EtOH). Yields the product CNCCC(C1=CC=CC=C1)C1=CC=C2C(=CNC2=C1)C(=O)N (6-(3-Methylamino-1-phenyl-propyl)-1H-indole-3-carboxylic acid amide), powder. Isolated yield 33.0%. As a reaction SMILES: [CH3:1][NH:2][CH2:3][CH2:4][CH:5]([C:12]1[CH:20]=[C:19]2[C:15]([C:16]([C:21]#[N:22])=[CH:17][NH:18]2)=[CH:14][CH:13]=1)[C:6]1[CH:11]=[CH:10][CH:9]=[CH:8][CH:7]=1.[OH-:23].[Na+].[OH-].[K+]>CCO>[CH3:1][NH:2][CH2:3][CH2:4][CH:5]([C:12]1[CH:20]=[C:19]2[C:15]([C:16]([C:21]([NH2:22])=[O:23])=[CH:17][NH:18]2)=[CH:14][CH:13]=1)[C:6]1[CH:7]=[CH:8][CH:9]=[CH:10][CH:11]=1 |f:1.2,3.4|. Reported procedure: To a solution of 6-(3-Methylamino-1-phenyl-propyl)-1H-indole-3-carbonitrile CLV (170 mg, 0.59 mmol) in EtOH (5 ml) was added 50% aqueous solution of NaOH (5 ml). The mixture was refluxed for 90 minutes and excess KOH was added. The resulting mixture was refluxed for additional 48 hours, cooled to room temperature, and concentrated. The residue was partitioned between H2O and CHCl3, and the aqueous layer was extracted with CHCl3. The combined organic layers were washed with brine, dried over Na2S... Reactants: C(C)C1=C(C(=O)O)C=C(C(=N1)OC)NC(=O)N1CCN(CC1)C1=CC(=CC=C1)O (2-ethyl-5-{[4-(3-hydroxyphenyl)-piperazine-1-carbonyl]-amino}-6-methoxy-nicotinic acid), C1=CC=CC2=NC3=CC=CC=C3C(=C12)NC=1C=C(C=C(C1)CO)NC(C(C)N)=O (N-[3-(acridine-9-yl-amino)-5-hydroxymethyl-phenyl]-2-aminopropaneamide). Product: C1=CC=CC2=NC3=CC=CC=C3C(=C12)NC=1C=C(C=C(C1)CO)NC(=O)C(C)NC(=O)C=1C=C(C(=NC1CC)OC)NC(=O)N1CCN(CC1)C1=CC(=CC=C1)O (4-(3-hydroxyphenyl)piperazine-1-carboxylic acid (5-{1-[3-(acridine-9-yl-amino)-5-hydroxymethylphenylcarbamoyl]-ethylcarbamoyl}-6-ethyl-2-methoxypyridine-3-yl)amide). Isolated yield 41.9%. As a reaction SMILES: [CH2:1]([C:3]1[N:11]=[C:10]([O:12][CH3:13])[C:9]([NH:14][C:15]([N:17]2[CH2:22][CH2:21][N:20]([C:23]3[CH:28]=[CH:27][CH:26]=[C:25]([OH:29])[CH:24]=3)[CH2:19][CH2:18]2)=[O:16])=[CH:8][C:4]=1[C:5]([OH:7])=O)[CH3:2].[CH:30]1[C:43]2[C:34](=[N:35][C:36]3[C:41]([C:42]=2[NH:44][C:45]2[CH:46]=[C:47]([NH:53][C:54](=[O:58])[CH:55]([NH2:57])[CH3:56])[CH:48]=[C:49]([CH2:51][OH:52])[CH:50]=2)=[CH:40][CH:39]=[CH:38][CH:37]=3)[CH:33]=[CH:32][CH:31]=1>>[CH:40]1[C:41]2[C:36](=[N:35][C:34]3[C:43]([C:42]=2[NH:44][C:45]2[CH:46]=[C:47]([NH:53][C:54]([CH:55]([NH:57][C:5]([C:4]4[CH:8]=[C:9]([NH:14][C:15]([N:17]5[CH2:22][CH2:21][N:20]([C:23]6[CH:28]=[CH:27][CH:26]=[C:25]([OH:29])[CH:24]=6)[CH2:19][CH2:18]5)=[O:16])[C:10]([O:12][CH3:13])=[N:11][C:3]=4[CH2:1][CH3:2])=[O:7])[CH3:56])=[O:58])[CH:48]=[C:49]([CH2:51][OH:52])[CH:50]=2)=[CH:30][CH:31]=[CH:32][CH:33]=3)[CH:37]=[CH:38][CH:39]=1. Procedure: The same reaction procedure to the example 1 were carried out using 2-ethyl-5-{[4-(3-hydroxyphenyl)-piperazine-1-carbonyl]-amino}-6-methoxy-nicotinic acid and N-[3-(acridine-9-yl-amino)-5-hydroxymethyl-phenyl]-2-aminopropaneamide to give the titled compound.